This data is from the Open Reaction Database (ORD), a public repository of structured organic reaction records. The task is: describe an organic reaction: reactants, conditions, products, and yield Reactants: BrCCCCCCCC(C(=O)OCC)(C)C (ethyl 9-bromo-2,2-dimethylnonanoate), [H-].C(C(C)C)[Al+]CC(C)C (diisobutylaluminium hydride). The solvent is C(C)OCC (diethyl ether). Reaction conditions: temperature 0 celsius, time 1.25 hour. The product is BrCCCCCCCC(CO)(C)C (9-Bromo-2,2-dimethylnonan-1-ol). As a reaction SMILES: [Br:1][CH2:2][CH2:3][CH2:4][CH2:5][CH2:6][CH2:7][CH2:8][C:9]([CH3:16])([CH3:15])[C:10](OCC)=[O:11].[H-].C([Al+]CC(C)C)C(C)C>C(OCC)C>[Br:1][CH2:2][CH2:3][CH2:4][CH2:5][CH2:6][CH2:7][CH2:8][C:9]([CH3:16])([CH3:15])[CH2:10][OH:11] |f:1.2|. Procedure: To a solution of ethyl 9-bromo-2,2-dimethylnonanoate (example 103, step a) (1.27 g) in dry diethyl ether (40 mL) at 0° C. under N2 was added diisobutylaluminium hydride (1M in toluene, 9.5 mL) dropwise. The reaction mixture was stirred at 0° C. for 1.25 h then quenched by addition of saturated potassium sodium tartrate solution (150 mL). The mixture was stirred for 15 min then extracted with ethyl acetate (×3) then the combined organics were washed with brine, dried over sodium sulphate, filtere... The reactants are BrCCC(OC)OC (3-bromo-1,1-dimethoxypropane), CC(C(=O)NC1=CC(=CC=C1)C1CCNCC1)C (2-methyl-N-[3-(4-piperidinyl)phenyl]propanamide). The product is COC(CCN1CCC(CC1)C=1C=C(C=CC1)NC(C(C)C)=O)OC (N-{3-[1-(3,3-DIMETHOXYPROPYL)-4-PIPERIDINYL]PHENYL}-2-METHYLPROPANAMIDE). Reaction SMILES: Br[CH2:2][CH2:3][CH:4]([O:7][CH3:8])[O:5][CH3:6].[CH3:9][CH:10]([CH3:26])[C:11]([NH:13][C:14]1[CH:19]=[CH:18][CH:17]=[C:16]([CH:20]2[CH2:25][CH2:24][NH:23][CH2:22][CH2:21]2)[CH:15]=1)=[O:12]>>[CH3:6][O:5][CH:4]([O:7][CH3:8])[CH2:3][CH2:2][N:23]1[CH2:24][CH2:25][CH:20]([C:16]2[CH:15]=[C:14]([NH:13][C:11](=[O:12])[CH:10]([CH3:9])[CH3:26])[CH:19]=[CH:18][CH:17]=2)[CH2:21][CH2:22]1. Procedure: Prepared by Procedure G and Scheme B1 using 3-bromo-1,1-dimethoxypropane and 2-methyl-N-[3-(4-piperidinyl)phenyl]propanamide: ESMS m/e: 349.2 (M+H)+.